Dataset: the Open Reaction Database (ORD), a public repository of structured organic reaction records. Task: describe an organic reaction: reactants, conditions, products, and yield Reactants: N1(CCC1)C(C)C1=NC(=CC=C1)Br (2-(1-azetidin-1-ylethyl)-6-bromopyridine), NC=1SC(=CC1C(=O)N)C1=CC=C(C=C1)F (2-amino-5-(4-fluorophenyl)thiophene-3-carboxamide). The product is N1(CCC1)C(C)C1=CC=CC(=N1)NC=1SC(=CC1C(=O)N)C1=CC=C(C=C1)F (2-{[6-(1-Azetidin-1-ylethyl)pyridin-2-yl]amino}-5-(4-fluorophenyl)thiophene-3-carboxamide). As a reaction SMILES: [N:1]1([CH:5]([C:7]2[CH:12]=[CH:11][CH:10]=[C:9](Br)[N:8]=2)[CH3:6])[CH2:4][CH2:3][CH2:2]1.[NH2:14][C:15]1[S:16][C:17]([C:23]2[CH:28]=[CH:27][C:26]([F:29])=[CH:25][CH:24]=2)=[CH:18][C:19]=1[C:20]([NH2:22])=[O:21]>>[N:1]1([CH:5]([C:7]2[N:8]=[C:9]([NH:14][C:15]3[S:16][C:17]([C:23]4[CH:28]=[CH:27][C:26]([F:29])=[CH:25][CH:24]=4)=[CH:18][C:19]=3[C:20]([NH2:22])=[O:21])[CH:10]=[CH:11][CH:12]=2)[CH3:6])[CH2:4][CH2:3][CH2:2]1. Reported procedure: The title compound was prepared according to the general procedure in Example 1 using 2-(1-azetidin-1-ylethyl)-6-bromopyridine (200 mg, 0.83 mmol) and 2-amino-5-(4-fluorophenyl)thiophene-3-carboxamide (216 mg, 0.91 mmol) as the starting materials. The product is CC(O)CNC(=O)c1ccccc1. Reaction SMILES: [C:15]([c:16]1[cH:17][cH:18][cH:19][cH:20][cH:21]1)(=[O:22])[Cl:23].[CH2:24]([Cl:25])[Cl:26].[CH:6]([N:7]([CH2:8][CH3:9])[CH:10]([CH3:11])[CH3:12])([CH3:13])[CH3:14].[NH2:1][CH2:2][CH:3]([CH3:4])[OH:5]>>[NH:1]([CH2:2][CH:3]([CH3:4])[OH:5])[C:15]([c:16]1[cH:17][cH:18][cH:19][cH:20][cH:21]1)=[O:22]. Starting materials: O=C(Cl)c1ccccc1, ClCCl, CCN(C(C)C)C(C)C, CC(O)CN. The product is C12C(CC(CC1)C2)C2=CC=C(C=C2)N2C(OC(C2)COC)=O (3-[(1RS,2RS,4SR)-4-Bicyclo[2.2.1]-hept-2-yl-phenyl]-5-methoxymethyl-oxazolidin-2-one). The reactants are IC1=CC=C(C=C1)N1C(OC(C1)COC)=O ((RS)-3-(4-iodophenyl)-5-methoxymethyl-oxazolidin-2-one), C12C=CC(CC1)C2 (bicyclo[2.2.1]hept-2-ene), N1CCCCC1 (piperidine), CN(C=O)C (dimethylformamide). Solvent: C(=O)O (formic acid), C(C)(=O)OCC (ethyl acetate). Procedure details: A solution of 56 mg of bis-(triphenylphosphine)-palladium (II) diacetate, 0.5 g of (RS)-3-(4-iodophenyl)-5-methoxymethyl-oxazolidin-2-one, 0.16 g of bicyclo[2.2.1]hept-2-ene, 0.5 ml of piperidine, 1 ml of dimethylformamide and 0.15 ml of formic acid was stirred for 3 hours under an argon atmosphere. The reaction mixture was diluted with 50 ml of ethyl acetate and the separated precipitate was removed. The filtrate was extracted twice with 20 ml of water each time, the organic phase was dried ove... Reagents/catalysts: CC(=O)O.CC(=O)O.C1=CC=C(C=C1)P(C2=CC=CC=C2)C3=CC=CC=C3.C1=CC=C(C=C1)P(C2=CC=CC=C2)C3=CC=CC=C3.[Pd] (bis-(triphenylphosphine)-palladium (II) diacetate). Reaction SMILES: I[C:2]1[CH:7]=[CH:6][C:5]([N:8]2[CH2:12][CH:11]([CH2:13][O:14][CH3:15])[O:10][C:9]2=[O:16])=[CH:4][CH:3]=1.[CH:17]12[CH2:23][CH:20]([CH2:21][CH2:22]1)[CH:19]=[CH:18]2.N1CCCCC1.CN(C)C=O>C(OCC)(=O)C.CC(O)=O.CC(O)=O.C1C=CC(P(C2C=CC=CC=2)C2C=CC=CC=2)=CC=1.C1C=CC(P(C2C=CC=CC=2)C2C=CC=CC=2)=CC=1.[Pd].C(O)=O>[CH:17]12[CH2:23][CH:20]([CH2:21][CH2:22]1)[CH2:19][CH:18]2[C:2]1[CH:7]=[CH:6][C:5]([N:8]2[CH2:12][CH:11]([CH2:13][O:14][CH3:15])[O:10][C:9]2=[O:16])=[CH:4][CH:3]=1 |f:5.6.7.8.9|. Starting materials: ice water, C(C)(C)(C)OC(=O)N1C[C@@H]([C@H](CC1)C1=CC=C(C=C1)OCCCOCC1=C(C=CC=C1)OC)OCC1=CC=C2CCCNC2=C1 ((3R,4R)-4-[4-[3-(2-methoxy-benzyloxy)-propoxy]-phenyl]-3-(1,2,3,4-tetrahydro-quinolin-7-ylmethoxy)-piperidine-1-carboxylic acid tert-butyl ester), ClCCNC(C)=O (N-2-chloroethyl acetamide), C([O-])([O-])=O.[Na+].[Na+] (sodium carbonate), [I-].[K+] (potassium iodide). Solvent: C(C)#N (acetonitrile). Yields the product C(C)(C)(C)OC(=O)N1C[C@@H]([C@H](CC1)C1=CC=C(C=C1)OCCCOCC1=C(C=CC=C1)OC)OCC1=CC=C2CCCN(C2=C1)CCNC(C)=O ((3R,4R)-3-[1-(2-acetylamino-ethyl)-1,2,3,4-tetrahydro-quinolin-7-ylmethoxy]-4-[4-[3-(2-methoxy-benzyloxy)-propoxy]-phenyl]-piperidine-1-carboxylic acid tert-butyl ester). The yield is 38.7%. RXN SMILES: [C:1]([O:5][C:6]([N:8]1[CH2:13][CH2:12][C@H:11]([C:14]2[CH:19]=[CH:18][C:17]([O:20][CH2:21][CH2:22][CH2:23][O:24][CH2:25][C:26]3[CH:31]=[CH:30][CH:29]=[CH:28][C:27]=3[O:32][CH3:33])=[CH:16][CH:15]=2)[C@@H:10]([O:34][CH2:35][C:36]2[CH:45]=[C:44]3[C:39]([CH2:40][CH2:41][CH2:42][NH:43]3)=[CH:38][CH:37]=2)[CH2:9]1)=[O:7])([CH3:4])([CH3:3])[CH3:2].Cl[CH2:47][CH2:48][NH:49][C:50](=[O:52])[CH3:51].C(=O)([O-])[O-].[Na+].[Na+].[I-].[K+]>C(#N)C>[C:1]([O:5][C:6]([N:8]1[CH2:13][CH2:12][C@H:11]([C:14]2[CH:15]=[CH:16][C:17]([O:20][CH2:21][CH2:22][CH2:23][O:24][CH2:25][C:26]3[CH:31]=[CH:30][CH:29]=[CH:28][C:27]=3[O:32][CH3:33])=[CH:18][CH:19]=2)[C@@H:10]([O:34][CH2:35][C:36]2[CH:45]=[C:44]3[C:39]([CH2:40][CH2:41][CH2:42][N:43]3[CH2:47][CH2:48][NH:49][C:50](=[O:52])[CH3:51])=[CH:38][CH:37]=2)[CH2:9]1)=[O:7])([CH3:4])([CH3:2])[CH3:3] |f:2.3.4,5.6|. Procedure details: A solution of 2.07 g (3.36 mmol) of (3R,4R)-4-[4-[3-(2-methoxy-benzyloxy)-propoxy]-phenyl]-3-(1,2,3,4-tetrahydro-quinolin-7-ylmethoxy)-piperidine-1-carboxylic acid tert-butyl ester in 6 ml of acetonitrile was treated successively with 0.82 g (6.72 mmol, 2.0 equiv.) of N-2-chloroethyl acetamide, 0.53 g (5.04 mmol, 1.5 equiv.) of anhydrous sodium carbonate, and 0.056 g (0.34 mmol, 0.1 equiv.) of potassium iodide. This mixture was refluxed for 48 hours. Subsequently, it was poured into 100 ml of an... Starting materials: C#CC1(O)C=CC2C3CCC4=CC(=O)CC(O)C4C3CCC21CC, CC(=O)OC(C)=O, O, c1ccncc1. Yields the product C#CC1(O)C=CC2C3CCC4=CC(=O)CC(OC(C)=O)C4C3CCC21CC. As a reaction SMILES: [C:1](#[CH:2])[C:3]1([OH:24])[C:4]2([CH2:5][CH3:6])[CH:7]([CH:8]=[CH:9]1)[CH:10]1[CH2:11][CH2:12][C:13]3=[CH:14][C:15](=[O:23])[CH2:16][CH:17]([OH:22])[CH:18]3[CH:19]1[CH2:20][CH2:21]2.[CH3:25][C:26](=[O:27])[O:28][C:29](=[O:30])[CH3:31].[OH2:32].[cH:33]1[cH:34][cH:35][n:36][cH:37][cH:38]1>>[C:1](#[CH:2])[C:3]1([OH:24])[C:4]2([CH2:5][CH3:6])[CH:7]([CH:8]=[CH:9]1)[CH:10]1[CH2:11][CH2:12][C:13]3=[CH:14][C:15](=[O:23])[CH2:16][CH:17]([O:22][C:26]([CH3:25])=[O:27])[CH:18]3[CH:19]1[CH2:20][CH2:21]2.